The task is: describe an organic reaction: reactants, conditions, products, and yield. This data is from the Open Reaction Database (ORD), a public repository of structured organic reaction records. Starting materials: C(C1=CC=CC=C1)OC1=C2N(C(=NC1=O)CC1(CCCCC1)C1=CC=CC=C1)CCN(C2=O)C(C)C (9-benzyloxy-2-isopropyl-6-(1-phenyl-cyclohexylmethyl)-3,4-dihydro-2H-pyrazino[1,2-c]pyrimidine-1,8-dione), Cl (HCl). Run in CO (methanol). Reaction conditions: time 3 hour. Product: OC1=C2N(C(=NC1=O)CC1(CCCCC1)C1=CC=CC=C1)CCN(C2=O)C(C)C (9-hydroxy-2-isopropyl-6-(1-phenyl-cyclohexylmethyl)-3,4-dihydro-2H-pyrazino[1,2-c]pyrimidine-1,8-dione). Yield: 47.8%. As a reaction SMILES: C([O:8][C:9]1[C:14](=[O:15])[N:13]=[C:12]([CH2:16][C:17]2([C:23]3[CH:28]=[CH:27][CH:26]=[CH:25][CH:24]=3)[CH2:22][CH2:21][CH2:20][CH2:19][CH2:18]2)[N:11]2[CH2:29][CH2:30][N:31]([CH:34]([CH3:36])[CH3:35])[C:32](=[O:33])[C:10]=12)C1C=CC=CC=1.Cl>CO>[OH:8][C:9]1[C:14](=[O:15])[N:13]=[C:12]([CH2:16][C:17]2([C:23]3[CH:28]=[CH:27][CH:26]=[CH:25][CH:24]=3)[CH2:18][CH2:19][CH2:20][CH2:21][CH2:22]2)[N:11]2[CH2:29][CH2:30][N:31]([CH:34]([CH3:36])[CH3:35])[C:32](=[O:33])[C:10]=12. Procedure details: To the stirred solution of 9-benzyloxy-2-isopropyl-6-(1-phenyl-cyclohexylmethyl)-3,4-dihydro-2H-pyrazino[1,2-c]pyrimidine-1,8-dione (259) (0.18 g, 0.37 mmol) in methanol (5.0 mL) was added concentrated HCl (5.0 mL) and the reaction mixture was stirred at room temperature for 3 h. After completion of the reaction, the solvent was reduced and the crude product was extracted with 10% methanol in dichloromethane. The organic part was washed with saturated NaHCO3 solution, separated and dried over Na... Yields the product O=CC1CCC(c2ccc(OC(F)(F)F)c(F)c2)CC1. RXN SMILES: [CH2:1]1[CH2:3][CH2:2][CH2:4][O:5]1.[CH3:6][C:7]([CH3:8])([O-:9])[CH3:10].[F:12][c:13]1[cH:14][c:15]([CH:24]2[CH2:25][CH2:26][C:27](=[O:30])[CH2:28][CH2:29]2)[cH:16][cH:17][c:18]1[O:19][C:20]([F:21])([F:22])[F:23].[K+:11].[OH2:31]>>[CH:4](=[O:5])[CH:27]1[CH2:26][CH2:25][CH:24]([c:15]2[cH:14][c:13]([F:12])[c:18]([O:19][C:20]([F:21])([F:22])[F:23])[cH:17][cH:16]2)[CH2:29][CH2:28]1. The reactants are C1CCOC1, CC(C)(C)[O-], O=C1CCC(c2ccc(OC(F)(F)F)c(F)c2)CC1, [K+], O. Starting materials: Cl.C(C)N (ethyl amine hydrochloride), Cl (hydrochloric acid), ClC1=CC=C(C(C=O)=C1)O (5-chlorosalicylaldehyde), C([O-])([O-])=O.[K+].[K+] (potassium carbonate), C(C(C)=C)Cl (methallyl chloride), [OH-].[Na+] (NaOH), CC1=CC=C(C=C1)COC(=O)NNC(=O)C2=NC=CN=C2 (pH10), [BH4-].[Na+] (sodium borohydride), Cl (HCl). Run in CO (methanol), CN1C(CCC1)=O (N-methylpyrrolidinone), C(C)(C)O (isopropanol), CCOCC (ether). Run at temperature 65 celsius. The product is C(C)NCC1=C(C=CC(=C1)Cl)OCC(=C)C (N-Ethyl 5-chloro-2-(2-methylprop-2-en-1-yloxy)benzylamine), hydrochloride salt. Yield: 41.0%. Reaction SMILES: [Cl:1][C:2]1[CH:9]=[C:6]([CH:7]=O)[C:5]([OH:10])=[CH:4][CH:3]=1.C(=O)([O-])[O-].[K+].[K+].[CH2:17](Cl)[C:18](=[CH2:20])[CH3:19].Cl.[CH2:23]([NH2:25])[CH3:24].[BH4-].[Na+].Cl.[OH-].[Na+].CC1C=CC(COC(NNC(C2C=NC=CN=2)=O)=O)=CC=1>CO.C(O)(C)C.CCOCC.CN1CCCC1=O>[CH2:23]([NH:25][CH2:7][C:6]1[CH:9]=[C:2]([Cl:1])[CH:3]=[CH:4][C:5]=1[O:10][CH2:17][C:18]([CH3:19])=[CH2:20])[CH3:24] |f:1.2.3,5.6,7.8,10.11|. Procedure: A mixture of 5-chlorosalicylaldehyde (25.0 g, 0.16 mol), anhydrous potassium carbonate (70.0 g, 0.5 mol), methallyl chloride (27.0 ml, 0.27 mol) and N-methylpyrrolidinone (250 ml) was stirred under reflux condenser at 60-70° C. for 16 hours. The mixture was cooled to 20° C. and treated cautiously with a solution of ethyl amine hydrochloride (40.0 g, 0.49 mol) in 200 ml methanol (frothing occurs). After complete addition the mixture was stirred for 1 hour at 20° C., then treated portionwise with ...